Dataset: the Open Reaction Database (ORD), a public repository of structured organic reaction records. Task: describe an organic reaction: reactants, conditions, products, and yield The reactants are CN(CC1(O)CCN(CCc2ccc(C#N)cc2)C1)c1ccc(C(=O)OC(C)(C)C)cc1, Cl, [Na+], [Na+], O=C([O-])[O-]. Product: CN(CC1(O)CCN(CCc2ccc(C#N)cc2)C1)c1ccc(C(=O)O)cc1. Reaction SMILES: [C:1](#[N:2])[c:3]1[cH:4][cH:5][c:6]([CH2:9][CH2:10][N:11]2[CH2:12][C:13]([OH:16])([CH2:17][N:18]([c:19]3[cH:20][cH:21][c:22]([C:23](=[O:24])[O:25][C:26]([CH3:27])([CH3:28])[CH3:29])[cH:30][cH:31]3)[CH3:32])[CH2:14][CH2:15]2)[cH:7][cH:8]1.[ClH:39].[Na+:33].[Na+:34].[O-:35][C:36](=[O:37])[O-:38]>>[C:1](#[N:2])[c:3]1[cH:4][cH:5][c:6]([CH2:9][CH2:10][N:11]2[CH2:12][C:13]([OH:16])([CH2:17][N:18]([c:19]3[cH:20][cH:21][c:22]([C:23](=[O:24])[OH:25])[cH:30][cH:31]3)[CH3:32])[CH2:14][CH2:15]2)[cH:7][cH:8]1.